From a dataset of the Open Reaction Database (ORD), a public repository of structured organic reaction records. describe an organic reaction: reactants, conditions, products, and yield As a reaction SMILES: [BH4-:27].[C:16]([CH3:17])(=[O:18])[c:19]1[n:20][cH:21][cH:22][n:23][c:24]1[O:25][CH3:26].[CH3:30][OH:31].[CH3:32][CH2:33][O:34][C:35](=[O:36])[CH3:37].[F:1][c:2]1[c:3]([O:4][CH2:5][CH:6]2[CH2:7][CH2:8][NH:9][CH2:10][CH2:11]2)[cH:12][cH:13][cH:14][cH:15]1.[Na+:28].[OH2:29]>>[F:1][c:2]1[c:3]([O:4][CH2:5][CH:6]2[CH2:7][CH2:8][N:9]([CH:16]([CH3:17])[c:19]3[n:20][cH:21][cH:22][n:23][c:24]3[O:25][CH3:26])[CH2:10][CH2:11]2)[cH:12][cH:13][cH:14][cH:15]1. Product: COc1nccnc1C(C)N1CCC(COc2ccccc2F)CC1. Starting materials: [BH4-], COc1nccnc1C(C)=O, CO, CCOC(C)=O, Fc1ccccc1OCC1CCNCC1, [Na+], O. Reactants: C(C)(=O)OCC(CCl)OC1OCCCC1 (3-chloro-2-tetrahydropyranyloxy-1-propyl acetate), [OH-].[Na+] (sodium hydroxide). The solvent is O (water). Yields the product O1C(CCCC1)OC1COC1 (3-tetrahydropyranyloxyoxetane). The yield is 100.9%. As a reaction SMILES: C([O:4][CH2:5][CH:6]([O:9][CH:10]1[CH2:15][CH2:14][CH2:13][CH2:12][O:11]1)[CH2:7]Cl)(=O)C.[OH-].[Na+]>O>[O:11]1[CH2:12][CH2:13][CH2:14][CH2:15][CH:10]1[O:9][CH:6]1[CH2:5][O:4][CH2:7]1 |f:1.2|. Procedure: To 476 g of crude 3-chloro-2-tetrahydropyranyloxy-1-propyl acetate was added 216 g (5.4 moles) of sodium hydroxide in 500 mL of water. The reaction mixture was heated at reflux for 17 hours. The upper organic layer was separated and taken up in 350 mL of methylene chloride. The methylene chloride solution was dried over sodium sulfate and solvent was removed in vacuo to leave 320.9 g of 3-tetrahydropyranyloxyoxetane: 1H NMR (CDCl3) δ1.63 (br. s, 6H, CH2); 3.2-4.4 (m, 2H, --OCH2); 4.47 (br. s, 1H... The reactants are ClC=1C2=C(N=CN1)C(=C(N2)C)C(=O)OCC (ethyl 4-chloro-6-methyl-5H-pyrrolo[3,2-d]pyrimidine-7-carboxylate), C(C)OC1=C(C=C(C=C1)C(F)(F)F)B1OC(C(O1)(C)C)(C)C (2-(2-Ethoxy-5-trifluoromethyl-phenyl)-4,4,5,5-tetramethyl-[1,3,2]dioxaborolane). Yields the product C(C)OC1=C(C=C(C=C1)C(F)(F)F)C=1C2=C(N=CN1)C(=C(N2)C)C(=O)OCC (Ethyl 4-[2-ethoxy-5-(trifluoromethyl)phenyl]-6-methyl-5H-pyrrolo[3,2-d]pyrimidine-7-carboxylate). As a reaction SMILES: Cl[C:2]1[C:3]2[NH:10][C:9]([CH3:11])=[C:8]([C:12]([O:14][CH2:15][CH3:16])=[O:13])[C:4]=2[N:5]=[CH:6][N:7]=1.[CH2:17]([O:19][C:20]1[CH:25]=[CH:24][C:23]([C:26]([F:29])([F:28])[F:27])=[CH:22][C:21]=1B1OC(C)(C)C(C)(C)O1)[CH3:18]>>[CH2:17]([O:19][C:20]1[CH:25]=[CH:24][C:23]([C:26]([F:27])([F:28])[F:29])=[CH:22][C:21]=1[C:2]1[C:3]2[NH:10][C:9]([CH3:11])=[C:8]([C:12]([O:14][CH2:15][CH3:16])=[O:13])[C:4]=2[N:5]=[CH:6][N:7]=1)[CH3:18]. Procedure details: Starting from ethyl 4-chloro-6-methyl-5H-pyrrolo[3,2-d]pyrimidine-7-carboxylate (example A4) and 2-(2-Ethoxy-5-trifluoromethyl-phenyl)-4,4,5,5-tetramethyl-[1,3,2]dioxaborolane (example B.c10) the title compound is obtained as off-white solid. Reactants: CCCCCCCCCCCCS, CC(C)=O, CC(C)(CNN1CN(Cl)CN(NCC(C)(C)Cc2cc(C(C)(C)C)c(O)c(C(C)(C)C)c2)C1)Cc1cc(C(C)(C)C)c(O)c(C(C)(C)C)c1, [Na+], [OH-], O. Product: CCCCCCCCCCCCSN1CN(NCC(C)(C)Cc2cc(C(C)(C)C)c(O)c(C(C)(C)C)c2)CN(NCC(C)(C)Cc2cc(C(C)(C)C)c(O)c(C(C)(C)C)c2)C1. Reaction SMILES: [CH2:50]([CH2:51][CH2:52][CH2:53][CH2:54][CH2:55][CH2:56][CH2:57][CH2:58][CH2:59][CH2:60][CH3:61])[SH:62].[CH3:63][C:64](=[O:65])[CH3:66].[Cl:1][N:2]1[CH2:3][N:4]([NH:29][CH2:30][C:31]([CH2:32][c:33]2[cH:34][c:35]([C:44]([CH3:45])([CH3:46])[CH3:47])[c:36]([OH:43])[c:37]([C:39]([CH3:40])([CH3:41])[CH3:42])[cH:38]2)([CH3:48])[CH3:49])[CH2:5][N:6]([NH:8][CH2:9][C:10]([CH2:11][c:12]2[cH:13][c:14]([C:23]([CH3:24])([CH3:25])[CH3:26])[c:15]([OH:22])[c:16]([C:18]([CH3:19])([CH3:20])[CH3:21])[cH:17]2)([CH3:27])[CH3:28])[CH2:7]1.[Na+:68].[OH-:67].[OH2:69]>>[N:2]1([S:62][CH2:50][CH2:51][CH2:52][CH2:53][CH2:54][CH2:55][CH2:56][CH2:57][CH2:58][CH2:59][CH2:60][CH3:61])[CH2:3][N:4]([NH:29][CH2:30][C:31]([CH2:32][c:33]2[cH:34][c:35]([C:44]([CH3:45])([CH3:46])[CH3:47])[c:36]([OH:43])[c:37]([C:39]([CH3:40])([CH3:41])[CH3:42])[cH:38]2)([CH3:48])[CH3:49])[CH2:5][N:6]([NH:8][CH2:9][C:10]([CH2:11][c:12]2[cH:13][c:14]([C:23]([CH3:24])([CH3:25])[CH3:26])[c:15]([OH:22])[c:16]([C:18]([CH3:19])([CH3:20])[CH3:21])[cH:17]2)([CH3:27])[CH3:28])[CH2:7]1. Reactants: ClC1=CC=2C(=NN(N2)C=2C=C(CCC(=O)O)C=C(C2O)C(C)(C)C)C=C1 (3-(5-chlorobenzotriazol-2-yl)-5-tert-butyl-4-hydroxyhydrocinnamic acid), BrC1=C(ON2C(CC(CC2(C)C)O)(C)C)C=CC(=C1)Br (1-(2,4-dibromophenoxy)-2,2,6,6-tetramethyl-4-hydroxypiperidine). The product is ClC1=CC=2C(=NN(N2)C=2C=C(CCC(=O)OC3CC(N(C(C3)(C)C)OC3=C(C=C(C=C3)Br)Br)(C)C)C=C(C2O)C(C)(C)C)C=C1 (1-(2,4-Dibromophenoxy)-2,2,6,6-tetramethyl-piperidin-4-yl 3-(5-Chlorobenzotriazol-2-yl)-5-tert-butyl-4-hydroxyhydrocinnamate). As a reaction SMILES: [Cl:1][C:2]1[CH:26]=[CH:25][C:5]2=[N:6][N:7]([C:9]3[CH:10]=[C:11]([CH:17]=[C:18]([C:21]([CH3:24])([CH3:23])[CH3:22])[C:19]=3[OH:20])[CH2:12][CH2:13][C:14]([OH:16])=[O:15])[N:8]=[C:4]2[CH:3]=1.[Br:27][C:28]1[CH:45]=[C:44]([Br:46])[CH:43]=[CH:42][C:29]=1[O:30][N:31]1[C:36]([CH3:38])([CH3:37])[CH2:35][CH:34](O)[CH2:33][C:32]1([CH3:41])[CH3:40]>>[Cl:1][C:2]1[CH:26]=[CH:25][C:5]2=[N:6][N:7]([C:9]3[CH:10]=[C:11]([CH:17]=[C:18]([C:21]([CH3:22])([CH3:23])[CH3:24])[C:19]=3[OH:20])[CH2:12][CH2:13][C:14]([O:16][CH:34]3[CH2:35][C:36]([CH3:38])([CH3:37])[N:31]([O:30][C:29]4[CH:42]=[CH:43][C:44]([Br:46])=[CH:45][C:28]=4[Br:27])[C:32]([CH3:41])([CH3:40])[CH2:33]3)=[O:15])[N:8]=[C:4]2[CH:3]=1. Procedure details: The title compound is prepared according to the procedure of Example 3 using 3-(5-chlorobenzotriazol-2-yl)-5-tert-butyl-4-hydroxyhydrocinnamic acid and 1-(2,4-dibromophenoxy)-2,2,6,6-tetramethyl-4-hydroxypiperidine. Reactants: O=CC1=CC(OC)=C(O)C=C1 (vanillin), O=CC1=CC(OC)=C(O)C=C1 (vanillin), O=CC1=CC(OC)=C(O)C=C1 (vanillin), P(O)(O)(O)=O (phosphoric acid), O=CC1=CC(OC)=C(O)C=C1 (vanillin), P(O)(O)(O)=O (phosphoric acid). The solvent is O (water), O (water), O (water). The product is P(=O)(=O)OC1=C(C=C(C=O)C=C1)OC (phospho-vanillin). RXN SMILES: [O:1]=[CH:2][C:3]1[CH:11]=[CH:10][C:8]([OH:9])=[C:5]([O:6][CH3:7])[CH:4]=1.[P:12](=O)(O)([OH:14])[OH:13]>O>[P:12]([O:9][C:8]1[CH:10]=[CH:11][C:3]([CH:2]=[O:1])=[CH:4][C:5]=1[O:6][CH3:7])(=[O:14])=[O:13]. Procedure: A phospho-vanillin reagent was prepared by dissolving 6 grams vanillin in water in a 1 liter flask and diluting to volume with water. 350 ml. of this vanillin reagent was admixed with 50 ml. of water in a 2 liter flask. Thereafter, 600 ml. of concentrated phosphoric acid, specific gravity 1.7, was added to the vanillin reagent with constant stirring. The mole ratio of vanillin to phosphoric acid in the reagent is 1.56 × 10-3.